From a dataset of the Open Reaction Database (ORD), a public repository of structured organic reaction records. describe an organic reaction: reactants, conditions, products, and yield The reactants are NC1=CC=NC=C1C(=O)O (4-amino nicotinic acid), C(=O)N (formamide). Product: N1=CNC(C2=C1C=CN=C2)=O (3H-pyrido[4,3-d]pyrimidin-4-one). Isolated yield 47.0%. RXN SMILES: [NH2:1][C:2]1[C:7]([C:8]([OH:10])=O)=[CH:6][N:5]=[CH:4][CH:3]=1.[CH:11]([NH2:13])=O>>[N:1]1[C:2]2[CH:3]=[CH:4][N:5]=[CH:6][C:7]=2[C:8](=[O:10])[NH:13][CH:11]=1. Reported procedure: Crude 4-amino nicotinic acid (2.72 g, 11.4 mmol) in formamide (20 mL) is heated to 170° C. for 12 h. The volatiles are distilled out under reduced pressure (0.8 mmHg). The residual solid is then purified on a medium pressure silica gel column, eluting with 10% MeOH in CHCl3 to give 3H-pyrido[4,3-d]pyrimidin-4-one (780 mg, 47%) as a whitish yellow solid. 1H NMR (DMSO) δ 12.64 (1H, brs), 9.28 (1H, s), 8.83 (1H, d, J=5.5 Hz), 8.30 (1H, s), 7.58 (1H, d, J=5.8 Hz). Starting materials: C(CCC)[Li] (n-butyllithium), CCOCC (ether), BrC1=CC=C(C=C1)C1=CC=CC=C1 (4-bromobiphenyl), Cl[Si](C)(C)CCl (chlorochloromethyldimethylsilane). Run in CCCCCC (hexane), O1CCCC1 (tetrahydrofuran), O1CCCC1 (tetrahydrofuran). The product is C1(=CC=C(C=C1)[Si](C)(C)CCl)C1=CC=CC=C1 ((1,1'-Biphenyl-4-yl)(chloromethyl)dimethylsilane). As a reaction SMILES: Br[C:2]1[CH:7]=[CH:6][C:5]([C:8]2[CH:13]=[CH:12][CH:11]=[CH:10][CH:9]=2)=[CH:4][CH:3]=1.C([Li])CCC.Cl[Si:20]([CH2:23][Cl:24])([CH3:22])[CH3:21].CCOCC>O1CCCC1.CCCCCC>[C:5]1([C:8]2[CH:13]=[CH:12][CH:11]=[CH:10][CH:9]=2)[CH:6]=[CH:7][C:2]([Si:20]([CH2:23][Cl:24])([CH3:22])[CH3:21])=[CH:3][CH:4]=1. Procedure: A solution of 9.9 g (0.042 mol) of 4-bromobiphenyl in 50 ml of dry tetrahydrofuran was cooled to -78° under nitrogen and stirred while 26.5 ml (0.042 mol) of 1.6 molar n-butyllithium in hexane was added dropwise over 15 minutes. A thick slurry formed, and 35 ml of tetrahydrofuran was added to facilitate stirring. With continued cooling, 5.9 ml (6.7 g, 0.046 mol) of chlorochloromethyldimethylsilane was added over 10 minutes, giving a clear solution that was allowed to warm to room temperature. Ad... Reactants: IC1=CC=C(C=C1)NN (4-Iodo phenyl hydrazine), C1(C=2C(C(=O)O1)=CC=CC2)=O (phthalic anhydride), O (H2O). Solvent: C(C)(=O)O (acetic acid). Reaction conditions: temperature 125 celsius. Yields the product OC1=NN(C(C2=CC=CC=C12)=O)C1=CC=C(C=C1)I (4-Hydroxy-2-(4-iodophenyl)-2H-phthalazin-1-one). Yield: 8.3%. As a reaction SMILES: [I:1][C:2]1[CH:7]=[CH:6][C:5]([NH:8][NH2:9])=[CH:4][CH:3]=1.[C:10]1(=O)[O:15][C:13](=[O:14])[C:12]2=[CH:16][CH:17]=[CH:18][CH:19]=[C:11]12.O>C(O)(=O)C>[OH:15][C:10]1[C:11]2[C:12](=[CH:16][CH:17]=[CH:18][CH:19]=2)[C:13](=[O:14])[N:8]([C:5]2[CH:6]=[CH:7][C:2]([I:1])=[CH:3][CH:4]=2)[N:9]=1. Procedure details: 4-Iodo phenyl hydrazine (8.97 g, 36.4 mmol) was added in one portion to a stirred mixture of phthalic anhydride (5.0 g, 33 mmol) in acetic acid (40 ml) at room temperature. The reaction mixture was heated to 125° C. for 2 hours, and then allowed to cool to room temperature. The suspension was poured into H2O (100 ml) and the resulting solid was removed by filtration. The mother liquor was acidified with conc. HCl. The resulting solid was collected by filtration and dried in vacuum to give the ti... Reactants: ClC(Cl)(OC(OC(Cl)(Cl)Cl)=O)Cl (triphosgene), CO (Methanol), ClC1=C(N)C=CC(=C1)OC1=CC=NC2=CC(=C(C=C12)OC)OC (2-Chloro-4-[(6,7-dimethoxy-4-quinolyl)oxy]aniline), NC1=NC=C(C=C1)Br (2-amino-5-bromopyridine). Solvent: C(C)N(CC)CC (triethylamine), ClCCl (dichloromethane), C(Cl)(Cl)Cl (chloroform). Conditions: time 30 minute. Product: BrC=1C=CC(=NC1)NC(=O)NC1=C(C=C(C=C1)OC1=CC=NC2=CC(=C(C=C12)OC)OC)Cl (N-(5-Bromo-2-pyridyl)-N′-{2-chloro-4-[(6,7-dimethoxy-4-quinolyl)oxy]phenyl}urea). Isolated yield 55.3%. RXN SMILES: [Cl:1][C:2]1[CH:8]=[C:7]([O:9][C:10]2[C:19]3[C:14](=[CH:15][C:16]([O:22][CH3:23])=[C:17]([O:20][CH3:21])[CH:18]=3)[N:13]=[CH:12][CH:11]=2)[CH:6]=[CH:5][C:3]=1[NH2:4].ClC(Cl)(O[C:28](=[O:34])OC(Cl)(Cl)Cl)Cl.[NH2:36][C:37]1[CH:42]=[CH:41][C:40]([Br:43])=[CH:39][N:38]=1.CO>C(Cl)(Cl)Cl.C(N(CC)CC)C.ClCCl>[Br:43][C:40]1[CH:41]=[CH:42][C:37]([NH:36][C:28]([NH:4][C:3]2[CH:5]=[CH:6][C:7]([O:9][C:10]3[C:19]4[C:14](=[CH:15][C:16]([O:22][CH3:23])=[C:17]([O:20][CH3:21])[CH:18]=4)[N:13]=[CH:12][CH:11]=3)=[CH:8][C:2]=2[Cl:1])=[O:34])=[N:38][CH:39]=1. Procedure: 2-Chloro-4-[(6,7-dimethoxy-4-quinolyl)oxy]aniline (122 mg) was dissolved in chloroform (10 ml) and triethylamine (1 ml), and a solution of triphosgene (110 mg) in dichloromethane was then added to the solution. The mixture was stirred at room temperature for 30 min. Next, 2-amino-5-bromopyridine (192 mg) was added to the reaction solution, and the mixture was stirred at room temperature for 2 hr. Methanol was added to the reaction solution, and the solvent was removed by distillation under the r...